From a dataset of the Open Reaction Database (ORD), a public repository of structured organic reaction records. describe an organic reaction: reactants, conditions, products, and yield Starting materials: [N+](=O)([O-])C1=CC=C(CO\N=C\2/CCCC3=CC(=C(C=C23)OC)OC)C=C1 ((E)-6,7-dimethoxy-3,4-dihydronaphthalen-1(2H)-one O-4-nitrobenzyl oxime), C(C)(=O)OCC.CCCCCC (ethyl acetate hexane), OC1=C(C=C2CCC(C2=C1)=O)OC (6-Hydroxy-5-methoxy-1-indanone), 0-(benzo[c][1,2,5]oxadiazol-5-ylmethyl)hydroxylamine hydrochloride, N1=CC=CC=C1 (pyridine). The solvent is C(C)O (ethanol). The product is N=1ON=C2C1C=CC(=C2)CO\N=C\2/CCC1=CC(=C(C=C21)O)OC ((E)-6-Hydroxy-5-methoxy-2,3-dihydro-1H-inden-1-one O-benzo[c][1,2,5]oxadiazol-5-ylmethyl oxime). Yield: 9.0%. As a reaction SMILES: OC1C=C2C(CCC2=O)=CC=1OC.[N:14]1C=CC=CC=1.[N+:20]([C:23]1[CH:45]=[CH:44][C:26]([CH2:27][O:28]/[N:29]=[C:30]2\[CH2:31]C[CH2:33][C:34]3[C:39]\2=[CH:38][C:37]([O:40]C)=[C:36]([O:42][CH3:43])[CH:35]=3)=[CH:25][CH:24]=1)([O-:22])=O.C(OCC)(=O)C.CCCCCC>C(O)C>[N:20]1[O:22][N:14]=[C:24]2[CH:25]=[C:26]([CH2:27][O:28]/[N:29]=[C:30]3\[CH2:31][CH2:33][C:34]4[C:39]\3=[CH:38][C:37]([OH:40])=[C:36]([O:42][CH3:43])[CH:35]=4)[CH:44]=[CH:45][C:23]=12 |f:3.4|. Procedure: 6-Hydroxy-5-methoxy-1-indanone (76 mg, 0.43 mmol) was subjected to reaction with 0-(benzo[c][1,2,5]oxadiazol-5-ylmethyl)hydroxylamine hydrochloride (97 mg, 0.48 mmol) in ethanol (2 mL) and pyridine (0.2 mL, 2.58 mmol) under the same conditions as described for (E)-6,7-dimethoxy-3,4-dihydronaphthalen-1(2H)-one O-4-nitrobenzyl oxime. Subjection of the material obtained on work up to flash chromatography (3:7 v/v ethyl acetate/hexane elution) afforded the title compound as off-white crystals (13 mg...